Dataset: the Open Reaction Database (ORD), a public repository of structured organic reaction records. Task: describe an organic reaction: reactants, conditions, products, and yield The reactants are O=C(c1ncc[nH]1)c1ncc[nH]1, CN(C)c1ccccn1, CN(C)C=O, O=C(O)c1cc(-c2cc(C3CC3)[nH]n2)ccc1Cl, NCC1(O)CCCCCC1, On1nnc2ccccc21. Product: O=C(NCC1(O)CCCCCC1)c1cc(-c2cc(C3CC3)[nH]n2)ccc1Cl. RXN SMILES: [C:29]([c:30]1[nH:31][cH:32][cH:33][n:34]1)([c:35]1[nH:36][cH:37][cH:38][n:39]1)=[O:40].[CH3:41][N:42]([c:43]1[cH:44][cH:45][cH:46][cH:47][n:48]1)[CH3:49].[CH3:60][N:61]([CH3:62])[CH:63]=[O:64].[Cl:1][c:2]1[c:3]([C:4](=[O:5])[OH:6])[cH:7][c:8](-[c:11]2[n:12][nH:13][c:14]([CH:16]3[CH2:17][CH2:18]3)[cH:15]2)[cH:9][cH:10]1.[NH2:19][CH2:20][C:21]1([OH:28])[CH2:22][CH2:23][CH2:24][CH2:25][CH2:26][CH2:27]1.[OH:50][n:51]1[c:52]2[cH:53][cH:54][cH:55][cH:56][c:57]2[n:58][n:59]1>>[Cl:1][c:2]1[c:3]([C:4](=[O:6])[NH:19][CH2:20][C:21]2([OH:28])[CH2:22][CH2:23][CH2:24][CH2:25][CH2:26][CH2:27]2)[cH:7][c:8](-[c:11]2[n:12][nH:13][c:14]([CH:16]3[CH2:17][CH2:18]3)[cH:15]2)[cH:9][cH:10]1. The reactants are [H-].[Na+] (Sodium hydride), ClC(COC(=O)[C@H]1NN(CCC1)C([C@H](CC1=CC(=CC=C1)O[Si](C)(C)C(C)(C)C)NC([C@H](CC1=CC=C(C=C1)OC)NC(=O)OC(C)(C)C)=O)=O)(Cl)Cl ((S)-1-{(S)-2-[(S)-2-tert-butoxycarbonylamino-3-(4-methoxy-phenyl)-propionylamino]-3-[3-(tert-butyl-dimethyl-silanyloxy)-phenyl]-propionyl}-hexahydro-pyridazine-3-carboxylic acid 2,2,2-trichloro-ethyl ester), C(CC=C)O (3-buten-1-ol). Run in O1CCCC1 (tetrahydrofuran). Run at temperature 50 celsius, time 18 hour. The product is C(CC=C)OC(=O)[C@H]1NN(CCC1)C([C@H](CC1=CC(=CC=C1)O[Si](C)(C)C(C)(C)C)NC([C@H](CC1=CC=C(C=C1)OC)NC(=O)OC(C)(C)C)=O)=O ((S)-1-{(S)-2-[(S)-2-tert-Butoxycarbonylamino-3-(4-methoxy-phenyl)-propionylamino]-3-[3-(tert-butyl-dimethyl-silanyloxy)-phenyl]-propionyl}-hexahydro-pyridazine-3-carboxylic acid but-3-enyl ester). Yield: 84.9%. RXN SMILES: [H-].[Na+].Cl[C:4](Cl)(Cl)[CH2:5][O:6][C:7]([C@@H:9]1[CH2:14][CH2:13][CH2:12][N:11]([C:15](=[O:53])[C@@H:16]([NH:32][C:33](=[O:52])[C@@H:34]([NH:44][C:45]([O:47][C:48]([CH3:51])([CH3:50])[CH3:49])=[O:46])[CH2:35][C:36]2[CH:41]=[CH:40][C:39]([O:42][CH3:43])=[CH:38][CH:37]=2)[CH2:17][C:18]2[CH:23]=[CH:22][CH:21]=[C:20]([O:24][Si:25]([C:28]([CH3:31])([CH3:30])[CH3:29])([CH3:27])[CH3:26])[CH:19]=2)[NH:10]1)=[O:8].[CH2:56](O)[CH2:57]C=C>O1CCCC1>[CH2:5]([O:6][C:7]([C@@H:9]1[CH2:14][CH2:13][CH2:12][N:11]([C:15](=[O:53])[C@@H:16]([NH:32][C:33](=[O:52])[C@@H:34]([NH:44][C:45]([O:47][C:48]([CH3:51])([CH3:50])[CH3:49])=[O:46])[CH2:35][C:36]2[CH:41]=[CH:40][C:39]([O:42][CH3:43])=[CH:38][CH:37]=2)[CH2:17][C:18]2[CH:23]=[CH:22][CH:21]=[C:20]([O:24][Si:25]([C:28]([CH3:31])([CH3:30])[CH3:29])([CH3:27])[CH3:26])[CH:19]=2)[NH:10]1)=[O:8])[CH2:4][CH:56]=[CH2:57] |f:0.1|. Procedure details: Sodium hydride (6 mg, 0.139 mmol) was added to a solution of (S)-1-{(S)-2-[(S)-2-tert-butoxycarbonylamino-3-(4-methoxy-phenyl)-propionylamino]-3-[3-(tert-butyl-dimethyl-silanyloxy)-phenyl]-propionyl}-hexahydro-pyridazine-3-carboxylic acid 2,2,2-trichloro-ethyl ester (570 mg, 0.698 mmol) and 3-buten-1-ol (601 μL, 6.98 mmol) in tetrahydrofuran (10 mL) and the reaction stirred at 50° C. under nitrogen for 18 h. The reaction was cooled and the mixture passed through a plug of silica gel (eluting twi... The reactants are NCC1=NC=CC=C1CCCCC(=O)OC (2-aminomethyl-3-(4-methoxycarbonylbutyl)pyridine), C(=O)O (formic acid), [OH-].[NH4+] (ammonium hydroxide). Yields the product C(=O)NCC1=NC=CC=C1CCCCC(=O)OC (2-(N-formylaminomethyl)-3-(4-methoxycarbonylbutyl)pyridine). Reaction SMILES: [NH2:1][CH2:2][C:3]1[C:8]([CH2:9][CH2:10][CH2:11][CH2:12][C:13]([O:15][CH3:16])=[O:14])=[CH:7][CH:6]=[CH:5][N:4]=1.[OH-].[NH4+].[CH:19](O)=[O:20]>>[CH:19]([NH:1][CH2:2][C:3]1[C:8]([CH2:9][CH2:10][CH2:11][CH2:12][C:13]([O:15][CH3:16])=[O:14])=[CH:7][CH:6]=[CH:5][N:4]=1)=[O:20] |f:1.2|. Procedure: A solution of 0.1 g of 2-aminomethyl-3-(4-methoxycarbonylbutyl)pyridine in 0.6 ml of formic acid is heated at 90° for 18 hours. The mixture is cooled to 0°, made basic with saturated ammonium hydroxide solution and extracted with methylene chloride (4×10 ml). Drying, filtration and evaporation of the extracts yields 2-(N-formylaminomethyl)-3-(4-methoxycarbonylbutyl)pyridine, melting at 43°-45° C. which is redissolved in 1 ml of toluene and heated at 90° for 17 hours with 75 mg of phosphorus oxyc... Reactants: FC=1C=C(C=CC1N1CC(C1)O)N1C(O[C@H](C1)CNC(C)=O)=O ((S)-N-[[3-[3-fluoro-4-(3-hydroxy-1-azetidinyl)phenyl]-2-oxo-5-oxazolidinyl]methyl]acetamide), C[N+]1(CCOCC1)[O-] (4-methylmorpholine N-oxide), alcohol, C[N+]1(CCOCC1)[O-] (4-methylmorpholine N-oxide), CO.C(Cl)(Cl)Cl (methanol chloroform), O1C(NCC1)=O (oxazolidinone). The reagents and catalysts are [Ru](=O)(=O)(=O)[O-].C(CC)[N+](CCC)(CCC)CCC (tetra-n-propylammonium perruthenate). Solvent: C(C)#N.ClCCl (acetonitrile dichloromethane). Run at time 1.5 hour. The product is FC=1C=C(C=CC1N1CC(C1)=O)N1C(O[C@H](C1)CNC(C)=O)=O ((S)-N-[[3-[3-fluoro-4-(3-oxo-1-azetidinyl)phenyl]-2-oxo-5-oxazolidinyl]methyl]acetamide). As a reaction SMILES: [F:1][C:2]1[CH:3]=[C:4]([N:13]2[CH2:17][C@H:16]([CH2:18][NH:19][C:20](=[O:22])[CH3:21])[O:15][C:14]2=[O:23])[CH:5]=[CH:6][C:7]=1[N:8]1[CH2:11][CH:10]([OH:12])[CH2:9]1.C[N+]1([O-])CCOCC1.CO.C(Cl)(Cl)Cl.O1CCNC1=O>C(#N)C.ClCCl.[Ru]([O-])(=O)(=O)=O.C([N+](CCC)(CCC)CCC)CC>[F:1][C:2]1[CH:3]=[C:4]([N:13]2[CH2:17][C@H:16]([CH2:18][NH:19][C:20](=[O:22])[CH3:21])[O:15][C:14]2=[O:23])[CH:5]=[CH:6][C:7]=1[N:8]1[CH2:11][C:10](=[O:12])[CH2:9]1 |f:2.3,5.6,7.8|. Procedure: A solution of (S)-N-[[3-[3-fluoro-4-(3-hydroxy-1-azetidinyl)phenyl]-2-oxo-5-oxazolidinyl]methyl]acetamide (EXAMPLE 2, 0.440 g, 1.36 mmol) in 10% acetonitrile/dichloromethane (100 mL) was treated with powdered 4 angstrom molecular sieves (0.682 g), 4-methylmorpholine N-oxide (0.319 g, 2.72 mmol) and then tetra-n-propylammonium perruthenate (0.024 g, 0.068 mmol) at ambient temperature. After stirring 1.5 hours at ambient temperature, TLC analysis (10% methanol/chloroform) revealed a small amount o... Reactants: O=C(Cl)Oc1ccccc1, CCOC(C)=O, Nc1ccc(-n2ncn(-c3ccc(OCC(F)(F)C(F)F)cc3)c2=O)cc1, C1CCOC1, O, c1ccncc1. Product: O=C(Nc1ccc(-n2ncn(-c3ccc(OCC(F)(F)C(F)F)cc3)c2=O)cc1)Oc1ccccc1. As a reaction SMILES: [C:34]([O:35][c:36]1[cH:37][cH:38][cH:39][cH:40][cH:41]1)(=[O:42])[Cl:43].[CH3:45][CH2:46][O:47][C:48](=[O:49])[CH3:50].[NH2:1][c:2]1[cH:3][cH:4][c:5](-[n:8]2[n:9][cH:10][n:11](-[c:14]3[cH:15][cH:16][c:17]([O:20][CH2:21][C:22]([CH:23]([F:24])[F:25])([F:26])[F:27])[cH:18][cH:19]3)[c:12]2=[O:13])[cH:6][cH:7]1.[O:51]1[CH2:52][CH2:53][CH2:54][CH2:55]1.[OH2:44].[cH:28]1[cH:29][cH:30][n:31][cH:32][cH:33]1>>[NH:1]([c:2]1[cH:3][cH:4][c:5](-[n:8]2[n:9][cH:10][n:11](-[c:14]3[cH:15][cH:16][c:17]([O:20][CH2:21][C:22]([CH:23]([F:24])[F:25])([F:26])[F:27])[cH:18][cH:19]3)[c:12]2=[O:13])[cH:6][cH:7]1)[C:34]([O:35][c:36]1[cH:37][cH:38][cH:39][cH:40][cH:41]1)=[O:42]. The reactants are COC=1C=CC2=C(CCN(C(N2)=O)C2CCNCC2)C1 (7-methoxy-3-piperidin-4-yl-1,3,4,5-tetrahydro-1,3-benzodiazepin-2-one), ClC1=CC(=NC=N1)OC=1C=C(C2=C(NC(=N2)C)C1)C(F)(F)F (6-(6-chloro-pyrimidin-4-yloxy)-2-methyl-4-trifluoromethyl-1H-benzimidazole), CCN(C(C)C)C(C)C (DIPEA). Solvent: CN(C)C=O (DMF). The product is COC1=CC2=C(NC(N(CC2)C2CCN(CC2)C2=NC=NC(=C2)OC2=CC3=C(N=C(N3)C)C(=C2)C(F)(F)F)=O)C=C1 (7-methoxy-3-{1-[6-(2-methyl-7-trifluoromethyl-3H-benzimidazol-5-yloxy)-pyrimidin-4-yl]-piperidin-4-yl}-1,3,4,5-tetrahydro-benzo[d][1,3]diazepin-2-one). Reaction SMILES: [CH3:1][O:2][C:3]1[CH:4]=[CH:5][C:6]2[NH:12][C:11](=[O:13])[N:10]([CH:14]3[CH2:19][CH2:18][NH:17][CH2:16][CH2:15]3)[CH2:9][CH2:8][C:7]=2[CH:20]=1.Cl[C:22]1[N:27]=[CH:26][N:25]=[C:24]([O:28][C:29]2[CH:30]=[C:31]([C:39]([F:42])([F:41])[F:40])[C:32]3[N:36]=[C:35]([CH3:37])[NH:34][C:33]=3[CH:38]=2)[CH:23]=1.CCN(C(C)C)C(C)C>CN(C=O)C>[CH3:1][O:2][C:3]1[CH:4]=[CH:5][C:6]2[NH:12][C:11](=[O:13])[N:10]([CH:14]3[CH2:19][CH2:18][N:17]([C:22]4[CH:23]=[C:24]([O:28][C:29]5[CH:30]=[C:31]([C:39]([F:40])([F:41])[F:42])[C:32]6[N:36]=[C:35]([CH3:37])[NH:34][C:33]=6[CH:38]=5)[N:25]=[CH:26][N:27]=4)[CH2:16][CH2:15]3)[CH2:9][CH2:8][C:7]=2[CH:20]=1. Procedure details: 140 mg (0.510 mmol) 7-methoxy-3-piperidin-4-yl-1,3,4,5-tetrahydro-1,3-benzodiazepin-2-one, 167 mg (0.500 mmol) 6-(6-chloro-pyrimidin-4-yloxy)-2-methyl-4-trifluoromethyl-1H-benzimidazole and 0.261 mL (1.50 mmol) DIPEA in 1.5 mL DMF were stirred for 10 h at RT. The reaction mixture was purified by preparative HPLC-MS. The fractions containing product were combined and freeze-dried. The reactants are O=C([O-])[O-], C1CCOC1, CC1C(c2cc(C(F)(F)F)cc(C(F)(F)F)c2)OC(=O)N1Cc1cc(C(F)(F)F)ncc1I, COc1cc(F)c(C(C)C)cc1B(O)O, [K+], [K+], O. Product: COc1cc(F)c(C(C)C)cc1-c1cnc(C(F)(F)F)cc1CN1C(=O)OC(c2cc(C(F)(F)F)cc(C(F)(F)F)c2)C1C. Reaction SMILES: [C:50](=[O:51])([O-:52])[O-:53].[CH2:56]1[O:57][CH2:58][CH2:59][CH2:60]1.[F:1][C:2]([c:3]1[cH:4][c:5]([CH:13]2[CH:14]([CH3:31])[N:15]([CH2:19][c:20]3[cH:21][c:22]([C:27]([F:28])([F:29])[F:30])[n:23][cH:24][c:25]3[I:26])[C:16](=[O:18])[O:17]2)[cH:6][c:7]([C:9]([F:10])([F:11])[F:12])[cH:8]1)([F:32])[F:33].[F:34][c:35]1[cH:36][c:37]([O:47][CH3:48])[c:38]([B:44]([OH:45])[OH:46])[cH:39][c:40]1[CH:41]([CH3:42])[CH3:43].[K+:54].[K+:55].[OH2:49]>>[F:1][C:2]([c:3]1[cH:4][c:5]([CH:13]2[CH:14]([CH3:31])[N:15]([CH2:19][c:20]3[cH:21][c:22]([C:27]([F:28])([F:29])[F:30])[n:23][cH:24][c:25]3-[c:38]3[c:37]([O:47][CH3:48])[cH:36][c:35]([F:34])[c:40]([CH:41]([CH3:42])[CH3:43])[cH:39]3)[C:16](=[O:18])[O:17]2)[cH:6][c:7]([C:9]([F:10])([F:11])[F:12])[cH:8]1)([F:32])[F:33]. Reactants: C1CCOC1, O=C(O)c1cc2ccccc2o1. Product: OCc1cc2ccccc2o1. RXN SMILES: [O:13]1[CH2:14][CH2:15][CH2:16][CH2:17]1.[o:1]1[c:2]([C:10](=[O:11])[OH:12])[cH:3][c:4]2[c:5]1[cH:6][cH:7][cH:8][cH:9]2>>[o:1]1[c:2]([CH2:10][OH:11])[cH:3][c:4]2[c:5]1[cH:6][cH:7][cH:8][cH:9]2.